From a dataset of the Open Reaction Database (ORD), a public repository of structured organic reaction records. describe an organic reaction: reactants, conditions, products, and yield The reactants are BrC1=CN(C(S1)=NC1=CC=CC(=N1)CO)COC ((6-(5-bromo-3-methoxymethyl-3H-thiazol-2-ylideneamino)-pyridin-2-yl)-methanol), C(C)(C)N(C(C)C)CC (N,N-diisopropylethylamine), solution, N1CCNCC1 (piperazine), CS(=O)(=O)Cl (methanesulfonyl chloride). Run in C(Cl)(Cl)Cl (chloroform), CS(=O)C (dimethyl sulfoxide). Run at time 1 hour. Product: BrC1=CN(C(S1)=NC1=CC=CC(=N1)CN1CCNCC1)COC (1-(6-(5-bromo-3-methoxymethyl-3H-thiazol-2-ylideneamino)-pyridin-2-ylmethyl)-piperazine). Isolated yield 70.6%. As a reaction SMILES: [Br:1][C:2]1[S:6][C:5](=[N:7][C:8]2[N:13]=[C:12]([CH2:14]O)[CH:11]=[CH:10][CH:9]=2)[N:4]([CH2:16][O:17][CH3:18])[CH:3]=1.C(N(CC)C(C)C)(C)C.CS(Cl)(=O)=O.[NH:33]1[CH2:38][CH2:37][NH:36][CH2:35][CH2:34]1>CS(C)=O.C(Cl)(Cl)Cl>[Br:1][C:2]1[S:6][C:5](=[N:7][C:8]2[N:13]=[C:12]([CH2:14][N:33]3[CH2:38][CH2:37][NH:36][CH2:35][CH2:34]3)[CH:11]=[CH:10][CH:9]=2)[N:4]([CH2:16][O:17][CH3:18])[CH:3]=1. Reported procedure: To a mixture of 330 mg (1.00 mmol) of (6-(5-bromo-3-methoxymethyl-3H-thiazol-2-ylideneamino)-pyridin-2-yl)-methanol, 0.348 ml (2.00 mmol) of N,N-diisopropylethylamine and 15 ml of chloroform was added 0.116 ml (1.50 mmol) of methanesulfonyl chloride at room temperature followed by stirring for 1 hour. The reaction mixture was washed with brine, the organic layer was dried over anhydrous magnesium sulfate and filtered, and the filtrate was concentrated in vacuo. The resulting residue was dissolve... Reactants: Cc1cc(OCCCBr)c2ccccc2n1, [Li+], CCc1nc(N)nc(N)c1O, CN(C)C=O, [OH-], O. The product is CCc1nc(N)nc(N)c1OCCCOc1cc(C)nc2ccccc12. Reaction SMILES: [CH3:15][c:16]1[n:17][c:18]2[cH:19][cH:20][cH:21][cH:22][c:23]2[c:24]([O:26][CH2:27][CH2:28][CH2:29][Br:30])[cH:25]1.[Li+:14].[NH2:1][c:2]1[n:3][c:4]([CH2:10][CH3:11])[c:5]([OH:9])[c:6]([NH2:8])[n:7]1.[O:31]=[CH:32][N:33]([CH3:34])[CH3:35].[OH-:13].[OH2:12]>>[NH2:1][c:2]1[n:3][c:4]([CH2:10][CH3:11])[c:5]([O:9][CH2:29][CH2:28][CH2:27][O:26][c:24]2[c:23]3[c:18]([n:17][c:16]([CH3:15])[cH:25]2)[cH:19][cH:20][cH:21][cH:22]3)[c:6]([NH2:8])[n:7]1.